Dataset: the Open Reaction Database (ORD), a public repository of structured organic reaction records. Task: describe an organic reaction: reactants, conditions, products, and yield Procedure: To a stirred solution of N2-(4-((6-(difluoromethyl)pyridin-3-yl)methoxy)-3-methoxybenzyl)-5-iodopyridine-2,3-diamine [prepared from (4-((6-(difluoromethyl)pyridin-3-yl)methoxy)-3-methoxyphenyl)methanamine using the procedures described in Example 3-45-4 and Example 3-45-5] (3.10 g, 6.05 mmol) in ethanol (50 mL) was added triethyl orthoformate (3.0 mL, 18.02 mmol). The mixture was treated with p-toluenesulfonic acid monohydrate (50 mg, 262.86 μmol) and was heated to reflux. After 45 min, the mixt... The yield is 99.0%. As a reaction SMILES: [F:1][CH:2]([F:29])[C:3]1[N:8]=[CH:7][C:6]([CH2:9][O:10][C:11]2[CH:26]=[CH:25][C:14]([CH2:15][NH:16][C:17]3[C:22]([NH2:23])=[CH:21][C:20]([I:24])=[CH:19][N:18]=3)=[CH:13][C:12]=2[O:27][CH3:28])=[CH:5][CH:4]=1.F[CH:31](F)C1N=CC(COC2C=CC(CN)=CC=2OC)=CC=1.C(OCC)(OCC)OCC.O.C1(C)C=CC(S(O)(=O)=O)=CC=1>C(O)C>[F:29][CH:2]([F:1])[C:3]1[N:8]=[CH:7][C:6]([CH2:9][O:10][C:11]2[CH:26]=[CH:25][C:14]([CH2:15][N:16]3[C:17]4=[N:18][CH:19]=[C:20]([I:24])[CH:21]=[C:22]4[N:23]=[CH:31]3)=[CH:13][C:12]=2[O:27][CH3:28])=[CH:5][CH:4]=1 |f:3.4|. Reaction conditions: time 45 minute. Run in C(C)O (ethanol). Yields the product FC(C1=CC=C(C=N1)COC1=C(C=C(CN2C=NC=3C2=NC=C(C3)I)C=C1)OC)F (3-(4-((6-(difluoromethyl)pyridin-3-yl)methoxy)-3-methoxybenzyl)-6-iodo-3H-imidazo[4,5-b]pyridine). The reactants are O.C1(=CC=C(C=C1)S(=O)(=O)O)C (p-toluenesulfonic acid monohydrate), FC(C1=CC=C(C=N1)COC1=C(C=C(CNC2=NC=C(C=C2N)I)C=C1)OC)F (N2-(4-((6-(difluoromethyl)pyridin-3-yl)methoxy)-3-methoxybenzyl)-5-iodopyridine-2,3-diamine), FC(C1=CC=C(C=N1)COC1=C(C=C(C=C1)CN)OC)F ((4-((6-(difluoromethyl)pyridin-3-yl)methoxy)-3-methoxyphenyl)methanamine), C(OCC)(OCC)OCC (triethyl orthoformate). The reactants are CC(=O)Oc1cc(Cl)c2c(c1)COC(=O)N2, CC(=O)O, CO, [Na+], [OH-], O. Product: O=C1Nc2c(Cl)cc(O)cc2CO1. RXN SMILES: [C:1](=[O:2])([CH3:3])[O:4][c:5]1[cH:6][c:7]([Cl:16])[c:8]2[c:9]([cH:15]1)[CH2:10][O:11][C:12](=[O:14])[NH:13]2.[CH3:20][C:21](=[O:22])[OH:23].[CH3:24][OH:25].[Na+:18].[OH-:17].[OH2:19]>>[OH:4][c:5]1[cH:6][c:7]([Cl:16])[c:8]2[c:9]([cH:15]1)[CH2:10][O:11][C:12](=[O:14])[NH:13]2. Reactants: aqueous solution, [OH-].[Na+] (sodium hydroxide), O1C(=CC=C1)C1=CC(=C(C(=O)O)C=C1)NC(=O)C=1C=NC=C(C1)C1=CC=CC=C1 (4-(furan-2-yl)-2-(5-phenylpyridine-3-carboxamido)benzoic acid). The solvent is C(C)O (Ethanol). Reaction conditions: time 20 minute. Product: O1C(=CC=C1)C1=CC(=C(C(=O)[O-])C=C1)NC(=O)C=1C=NC=C(C1)C1=CC=CC=C1.[Na+] (sodium 4-(furan-2-yl)-2-(5-phenylpyridine-3-carboxamido)benzoate). As a reaction SMILES: [OH-].[Na+:2].[O:3]1[CH:7]=[CH:6][CH:5]=[C:4]1[C:8]1[CH:16]=[CH:15][C:11]([C:12]([OH:14])=[O:13])=[C:10]([NH:17][C:18]([C:20]2[CH:21]=[N:22][CH:23]=[C:24]([C:26]3[CH:31]=[CH:30][CH:29]=[CH:28][CH:27]=3)[CH:25]=2)=[O:19])[CH:9]=1>C(O)C>[O:3]1[CH:7]=[CH:6][CH:5]=[C:4]1[C:8]1[CH:16]=[CH:15][C:11]([C:12]([O-:14])=[O:13])=[C:10]([NH:17][C:18]([C:20]2[CH:21]=[N:22][CH:23]=[C:24]([C:26]3[CH:27]=[CH:28][CH:29]=[CH:30][CH:31]=3)[CH:25]=2)=[O:19])[CH:9]=1.[Na+:2] |f:0.1,4.5|. Procedure details: Ethanol (4.5 mL) and a 2 mol/L aqueous solution of sodium hydroxide (0.085 mL) were added to the obtained 4-(furan-2-yl)-2-(5-phenylpyridine-3-carboxamido)benzoic acid (69 mg), followed by stirring at room temperature for 1 hour and 20 minutes. The solid substance was collected by filtration to obtain 31 mg of sodium 4-(furan-2-yl)-2-(5-phenylpyridine-3-carboxamido)benzoate as a white solid. Reactants: C(C1=CC=CC=C1)OC=1C2=C(C=3CN(C(C3C1)=O)C)O[C@]13[C@](C2)([C@H](CC[C@H]1C([C@H](CC3)O)(C)C)C)C ((6aR,7S,9aS,11S,13aS)-5-benzyloxy-2,3,6,6a,7,8,9,9a,10,11,12,13-dodecahydro-11-hydroxy-2,6a,7,10,10-pentamethyl-3-oxo-1H-benzo[8,8a][1]benzopyrano[2,3-e]isoindole). The reagents and catalysts are [C].[Pd] (palladium-carbon). Solvent: CO (methanol). Run at time 2 hour. Product: OC=1C2=C(C=3CN(C(C3C1)=O)C)O[C@]13[C@](C2)([C@H](CC[C@H]1C([C@H](CC3)O)(C)C)C)C ((6aR,7S,9aS,11S,13aS)-2,3,6,6a,7,8,9,9a,10,11,12,13-dodecahydro-5,11-dihydroxy-2,6a,7,10,10-pentamethyl-3-oxo-1H-benzo[8,8a][1]benzopyrano[2,3-e]isoindole). Yield: 100.1%. As a reaction SMILES: C([O:8][C:9]1[C:10]2[CH2:23][C@:22]3([CH3:36])[C@@H:24]([CH3:35])[CH2:25][CH2:26][C@H:27]4[C:28]([CH3:34])([CH3:33])[C@@H:29]([OH:32])[CH2:30][CH2:31][C@@:21]34[O:20][C:11]=2[C:12]2[CH2:13][N:14]([CH3:19])[C:15](=[O:18])[C:16]=2[CH:17]=1)C1C=CC=CC=1>CO.[C].[Pd]>[OH:8][C:9]1[C:10]2[CH2:23][C@:22]3([CH3:36])[C@@H:24]([CH3:35])[CH2:25][CH2:26][C@H:27]4[C:28]([CH3:34])([CH3:33])[C@@H:29]([OH:32])[CH2:30][CH2:31][C@@:21]34[O:20][C:11]=2[C:12]2[CH2:13][N:14]([CH3:19])[C:15](=[O:18])[C:16]=2[CH:17]=1 |f:2.3|. Procedure details: To Compound (27a) (54 mg, 0.11 mmol) dissolved in 6.0 ml of methanol was added 15 mg of 10% palladium-carbon, followed by stirring at room temperature for 2 hours under hydrogen atmosphere. The palladium-carbon was then filtered off, and the filtrate concentrated under reduced pressure. The residue was purified by a column chromatography (Merck, Lobar column, size A; ethyl acetate) to give 44 mg (100%) of Compound (28a). As a reaction SMILES: [CH3:1][N:2]([CH3:17])[S:3]([O:6][C:7]1[CH:12]=[CH:11][CH:10]=[CH:9][C:8]=1[S:13]([NH2:16])(=[O:15])=[O:14])(=[O:5])=[O:4].CCCCN=[C:23]=[O:24].C1N2CCN(CC2)C1.C(Cl)(Cl)=O>>[CH3:1][N:2]([CH3:17])[S:3]([O:6][C:7]1[CH:12]=[CH:11][CH:10]=[CH:9][C:8]=1[S:13]([N:16]=[C:23]=[O:24])(=[O:15])=[O:14])(=[O:4])=[O:5]. Solvent: xylenes. The reactants are CN(S(=O)(=O)OC1=C(C=CC=C1)S(=O)(=O)N)C (2-(dimethylaminosulfonyloxy)benzenesulfonamide), C(=O)(Cl)Cl (phosgene), C(=O)(Cl)Cl (phosgene), CCCCN=C=O (N-butyl isocyanate), C1CN2CCN1CC2 (1,4-diazobicyclo[2.2.2]octane). Procedure details: To 6.0 g (0.021 mole) 2-(dimethylaminosulfonyloxy)benzenesulfonamide suspended in 75 ml dry xylenes was added 2.1 g (0.021 mole) N-butyl isocyanate and a catalytic amount of 1,4-diazobicyclo[2.2.2]octane (~0.05 g). This mixture was rapidly heated to reflux temperature (~135° C.) and 3.0 ml of phosgene was slowly added (at such a rate as to keep the reaction temperature greater than 128° C.). The phosgene addition required ~3 hours. The reaction was cooled to room temperature, filtered under N2, ... Yields the product CN(S(=O)(=O)OC1=C(C=CC=C1)S(=O)(=O)N=C=O)C (2-(Dimethylaminosulfonyloxy)benzenesulfonyl isocyanate). The reactants are CS(=O)(=O)OCCC1=CC(=CC=C1)C1=NOC(=N1)C1=CC(=C(C=C1)C1=C(C=CC=C1)C)COC (3-{5-[2-(methoxymethyl)-2′-methylbiphenyl-4-yl]-1,2,4-oxadiazol-3-yl}phenethyl methanesulfonate), C([O-])([O-])=O.[K+].[K+] (potassium carbonate), Cl.CNCC(=O)OC(C)(C)C (tert-butyl N-methylglycinate, hydrochloride salt). Solvent: O1CCOCC1 (dioxane), C(Cl)Cl (DCM), O (water). Reaction conditions: temperature 130 celsius. Product: COCC1=C(C=CC(=C1)C1=NC(=NO1)C=1C=C(C=CC1)CCN(CC(=O)OC(C)(C)C)C)C1=C(C=CC=C1)C (tert-butyl N-[2-(3-{5-[2-(methoxymethyl)-2′-methylbiphenyl-4-yl]-1,2,4-oxadiazol-3-yl}phenyl)ethyl]-N-methylglycinate). Yield: 81.5%. As a reaction SMILES: CS(OC[CH2:7][C:8]1[CH:13]=[CH:12][CH:11]=[C:10]([C:14]2[N:18]=[C:17]([C:19]3[CH:24]=[CH:23][C:22]([C:25]4[CH:30]=[CH:29][CH:28]=[CH:27][C:26]=4[CH3:31])=[C:21]([CH2:32][O:33][CH3:34])[CH:20]=3)[O:16][N:15]=2)[CH:9]=1)(=O)=O.[C:35](=O)([O-])[O-].[K+].[K+].Cl.[CH3:42][NH:43][CH2:44][C:45]([O:47][C:48]([CH3:51])([CH3:50])[CH3:49])=[O:46]>O1CCOCC1.C(Cl)Cl.O>[CH3:34][O:33][CH2:32][C:21]1[CH:20]=[C:19]([C:17]2[O:16][N:15]=[C:14]([C:10]3[CH:9]=[C:8]([CH2:7][CH2:42][N:43]([CH3:35])[CH2:44][C:45]([O:47][C:48]([CH3:51])([CH3:50])[CH3:49])=[O:46])[CH:13]=[CH:12][CH:11]=3)[N:18]=2)[CH:24]=[CH:23][C:22]=1[C:25]1[CH:30]=[CH:29][CH:28]=[CH:27][C:26]=1[CH3:31] |f:1.2.3,4.5|. Procedure details: To a solution of 2-(3-{5-[2-(methoxymethyl)-2′-methylbiphenyl-4-yl]-1,2,4-oxadiazol-3-yl}phenethyl methanesulfonate (0.2 mmol) in dioxane (2 mL) was added potassium carbonate (165 mg, 1.2 mmol) and tert-butyl N-methylglycinate, hydrochloride salt (0.60 mmol). The mixture was heated at 130° C. for 72 hours, diluted with DCM (5 mL) and water (5 mL). The aqueous layer was extracted with DCM (3×20 mL), the combined organic fractions were dried (MgSO4), filtered and the solvent removed in vacuo. The ... Reactants: BrCBr, [Li]CCCC, CCCCCC, [Cl-], CCOC(=O)C1=CC(=O)CCC1S(=O)(=O)Nc1ccc(F)cc1Cl, [NH4+], C1CCOC1. Product: CCOC(=O)C1=CC2(CCC1S(=O)(=O)Nc1ccc(F)cc1Cl)CO2. As a reaction SMILES: [Br:25][CH2:26][Br:27].[CH2:34]([Li:35])[CH2:36][CH2:37][CH3:38].[CH3:28][CH2:29][CH2:30][CH2:31][CH2:32][CH3:33].[Cl-:39].[Cl:1][c:2]1[c:3]([NH:9][S:10](=[O:11])(=[O:12])[CH:13]2[CH2:14][CH2:15][C:16](=[O:24])[CH:17]=[C:18]2[C:19](=[O:20])[O:21][CH2:22][CH3:23])[cH:4][cH:5][c:6]([F:8])[cH:7]1.[NH4+:40].[O:41]1[CH2:42][CH2:43][CH2:44][CH2:45]1>>[Cl:1][c:2]1[c:3]([NH:9][S:10](=[O:11])(=[O:12])[CH:13]2[CH2:14][CH2:15][C:16]3([CH:17]=[C:18]2[C:19](=[O:20])[O:21][CH2:22][CH3:23])[O:24][CH2:26]3)[cH:4][cH:5][c:6]([F:8])[cH:7]1.